From a dataset of the Open Reaction Database (ORD), a public repository of structured organic reaction records. describe an organic reaction: reactants, conditions, products, and yield The reactants are C(C1=CC=CC=C1)OC1=CC=C(C=C1)C1=CC=C(C=C1)OC=1C=CC(=C(C1)N(C(OC(C)(C)C)=O)C)[N+](=O)[O-] (t-butyl N-[5-(4′-benzyloxybiphenyl-4-yloxy)-2-nitrophenyl]-N-methylcarbamate), C1(=CC=CC=C1)C.C(C)(=O)OCC (toluene ethyl acetate). The reagents and catalysts are [Pd] (palladium on carbon). Run in CCCCCC.C(C)(=O)OCC (n-hexane ethyl acetate). Yields the product NC1=C(C=C(C=C1)OC1=CC=C(C=C1)C1=CC=C(C=C1)O)N(C(OC(C)(C)C)=O)C (t-Butyl N-[2-amino-5-(4′-hydroxybiphenyl-4-yloxy)phenyl]-N-methylcarbamate). Yield: 89.6%. As a reaction SMILES: C([O:8][C:9]1[CH:14]=[CH:13][C:12]([C:15]2[CH:20]=[CH:19][C:18]([O:21][C:22]3[CH:23]=[CH:24][C:25]([N+:37]([O-])=O)=[C:26]([N:28]([CH3:36])[C:29](=[O:35])[O:30][C:31]([CH3:34])([CH3:33])[CH3:32])[CH:27]=3)=[CH:17][CH:16]=2)=[CH:11][CH:10]=1)C1C=CC=CC=1.C1(C)C=CC=CC=1.C(OCC)(=O)C>[Pd].CCCCCC.C(OCC)(=O)C>[NH2:37][C:25]1[CH:24]=[CH:23][C:22]([O:21][C:18]2[CH:19]=[CH:20][C:15]([C:12]3[CH:13]=[CH:14][C:9]([OH:8])=[CH:10][CH:11]=3)=[CH:16][CH:17]=2)=[CH:27][C:26]=1[N:28]([CH3:36])[C:29](=[O:35])[O:30][C:31]([CH3:32])([CH3:33])[CH3:34] |f:1.2,4.5|. Procedure: In a similar manner to that described in Reference Example 7, a reaction was carried out using t-butyl N-[5-(4′-benzyloxybiphenyl-4-yloxy)-2-nitrophenyl]-N-methylcarbamate (14.75 g), palladium on carbon (10%, 0.86 g) and toluene/ethyl acetate=1/1 (140 ml) and the reaction mixture was purified to give the title compound (10.2 g). Reactants: C(C)OC(=O)C1=CSC=C1 (ethylthiophene-3-carboxylate), C(C)[Mg]Br (ethylmagnesium bromide), S(O)(O)(=O)=O (sulphuric acid), titanium tetra-isopropyloxide. The solvent is C(C)OCC (diethyl ether), C(C)OCC (diethyl ether). Run at time 1.5 hour. The product is S1C=C(C=C1)C1(CC1)O (1-thiophen-3-yl-cyclopropanol). Reaction SMILES: C(O[C:4]([C:6]1[CH:10]=[CH:9][S:8][CH:7]=1)=[O:5])C.[CH2:11]([Mg]Br)[CH3:12].S(=O)(=O)(O)O>C(OCC)C>[S:8]1[CH:9]=[CH:10][C:6]([C:4]2([OH:5])[CH2:12][CH2:11]2)=[CH:7]1. Procedure details: 1.37 ml (10.00 mmol) ethylthiophene-3-carboxylate and 0.29 ml (1.00 mmol)titanium tetra-isopropyloxide are placed in 5 ml diethyl ether, 21.20 ml (21.20 mmol) ethylmagnesium bromide (Grignard reagent in tetrahydrofuran) in 15 ml diethyl ether are added dropwise within 1 hour, while the temperature should not rise above 20° C. The reaction mixture is stirred for 1.5 hours, then hydrolysed with 10% sulphuric acid. The aqueous phase is extracted with diethyl ether, the combined organic phases are d... Starting materials: [Al+3], O=C(O)Cc1c[nH]c2ccc(Br)cc12, C1CCOC1, [H-], [H-], [H-], [H-], [Li+]. Product: OCCc1c[nH]c2ccc(Br)cc12. Reaction SMILES: [Al+3:16].[Br:1][c:2]1[cH:3][c:4]2[c:5]([CH2:11][C:12](=[O:13])[OH:14])[cH:6][nH:7][c:8]2[cH:9][cH:10]1.[CH2:21]1[O:22][CH2:23][CH2:24][CH2:25]1.[H-:15].[H-:18].[H-:19].[H-:20].[Li+:17]>>[Br:1][c:2]1[cH:3][c:4]2[c:5]([CH2:11][CH2:12][OH:13])[cH:6][nH:7][c:8]2[cH:9][cH:10]1. Starting materials: ClC1=CC=C(C=C1)NNC(=S)N (1-(4-chlorophenyl)thiosemicarbazide), C(=O)O (formic acid). Yields the product ClC1=CC=C(C=C1)N1NC(N=C1)=S (1-(4-chlorophenyl)-3-thiono-1,2,4-1H-triazole). As a reaction SMILES: [Cl:1][C:2]1[CH:7]=[CH:6][C:5]([NH:8][NH:9][C:10]([NH2:12])=[S:11])=[CH:4][CH:3]=1.[CH:13](O)=O>>[Cl:1][C:2]1[CH:3]=[CH:4][C:5]([N:8]2[CH:13]=[N:12][C:10](=[S:11])[NH:9]2)=[CH:6][CH:7]=1. Procedure details: Twelve g of 1-(4-chlorophenyl)thiosemicarbazide was suspended in 60 ml of 95% formic acid, and the mixture was stirred under reflux for 24 hours. The mixture was then cooled, and the product precipitated. It was collected and washed with cold denatured ethanol, and was dried to obtain 6.1 g of the desired intermediate, m.p. 222°-224°. RXN SMILES: [NH2:1][C:2]1[CH:3]=[C:4]2[C:8](=[CH:9][CH:10]=1)[N:7]([CH2:11][C:12]1[CH:17]=[CH:16][C:15]([Cl:18])=[C:14]([Cl:19])[CH:13]=1)[N:6]=[C:5]2[OH:20].[CH3:21][O:22][C:23]1[CH:28]=[CH:27][C:26]([N:29]=[C:30]=[O:31])=[CH:25][CH:24]=1>O1CCCC1>[Cl:19][C:14]1[CH:13]=[C:12]([CH:17]=[CH:16][C:15]=1[Cl:18])[CH2:11][N:7]1[C:8]2[C:4](=[CH:3][C:2]([NH:1][C:30]([NH:29][C:26]3[CH:27]=[CH:28][C:23]([O:22][CH3:21])=[CH:24][CH:25]=3)=[O:31])=[CH:10][CH:9]=2)[C:5]([OH:20])=[N:6]1. Starting materials: 1.54.g, NC=1C=C2C(=NN(C2=CC1)CC1=CC(=C(C=C1)Cl)Cl)O (5-amino-1-(3,4-dichlorobenzyl)-1H-indazole-3-ol), COC1=CC=C(C=C1)N=C=O (4-methoxyphenyl isocyanate). Run in O1CCCC1 (tetrahydrofuran). Procedure details: 1.54.g 5-amino-1-(3,4-dichlorobenzyl)-1H-indazole-3-ol and 1.12 g 4-methoxyphenyl isocyanate are stirred in 75 ml tetrahydrofuran for 5 hours at room temperature. the solution is concentrated to one third of its volume under vacuum and the precipitate crystallized out after cooling is filtered off under suction. It is recrystallized from n-butanol. The product is ClC=1C=C(CN2N=C(C3=CC(=CC=C23)NC(=O)NC2=CC=C(C=C2)OC)O)C=CC1Cl (1-[1-(3,4-Dichlorobenzyl)-3-hydroxy-1H-indazole-5-yl]-3-(4-methoxyphenyl) urea). Starting materials: OBO, COC(=O)Cc1cccc(Br)c1, CCOC(C)=O, COc1ccccc1, Cc1ccccc1, [Cl-], [Na+], [Na+], [Na+], O=C([O-])[O-]. Yields the product COC(=O)Cc1cccc(-c2ccccc2OC)c1. As a reaction SMILES: [BH:19]([OH:20])[OH:21].[Br:1][c:2]1[cH:3][c:4]([CH2:8][C:9](=[O:10])[O:11][CH3:12])[cH:5][cH:6][cH:7]1.[C:30]([O:31][CH2:32][CH3:33])(=[O:34])[CH3:35].[CH3:22][O:23][c:24]1[cH:25][cH:26][cH:27][cH:28][cH:29]1.[CH3:38][c:39]1[cH:40][cH:41][cH:42][cH:43][cH:44]1.[Cl-:36].[Na+:13].[Na+:14].[Na+:37].[O-:15][C:16](=[O:17])[O-:18]>>[c:2]1(-[c:25]2[c:24]([O:23][CH3:22])[cH:29][cH:28][cH:27][cH:26]2)[cH:3][c:4]([CH2:8][C:9](=[O:10])[O:11][CH3:12])[cH:5][cH:6][cH:7]1. The reactants are Fc1ccc2cnccc2c1, O=C1CCC(=O)N1Br, O=S(=O)(O)O. Yields the product Fc1ccc2cnccc2c1Br. Reaction SMILES: [F:1][c:2]1[cH:3][c:4]2[cH:5][cH:6][n:7][cH:8][c:9]2[cH:10][cH:11]1.[O:12]=[C:13]1[N:14]([Br:19])[C:15](=[O:16])[CH2:17][CH2:18]1.[S:20](=[O:21])(=[O:22])([OH:23])[OH:24]>>[F:1][c:2]1[c:3]([Br:19])[c:4]2[cH:5][cH:6][n:7][cH:8][c:9]2[cH:10][cH:11]1. Starting materials: CC1(CC(C(C(C1)=O)=C(C)N[C@H]1[C@@H](OCC2=CC=CC=C2)O[C@@H]([C@H]([C@@H]1OC(C)=O)OC(C)=O)COC(C)=O)=O)C (Benzyl 2-Deoxy-2-[1-(4,4-dimethyl-2,6-dioxocyclohex-1-ylidene)-ethylamino]-3,4,6-tri-O-acetyl-α-D-glucopyranoside). Reagents/catalysts: [Pd] (Pd/C). The solvent is CO (MeOH). The product is CC1(CC(C(C(C1)=O)=C(C)N[C@H]1[C@@H](O)O[C@@H]([C@H]([C@@H]1OC(C)=O)OC(C)=O)COC(C)=O)=O)C (2-Deoxy-2-[1-(4,4-dimethyl-2,6-dioxocyclohex-1-ylidene)-ethylamino]-3,4,6-tri-O-acetyl-α-D-glucopyranose). Yield: 94.0%. As a reaction SMILES: [CH3:1][C:2]1([CH3:40])[CH2:7][C:6](=[O:8])[C:5](=[C:9]([NH:11][C@@H:12]2[C@@H:25]([O:26][C:27](=[O:29])[CH3:28])[C@H:24]([O:30][C:31](=[O:33])[CH3:32])[C@@H:23]([CH2:34][O:35][C:36](=[O:38])[CH3:37])[O:22][C@@H:13]2[O:14]CC2C=CC=CC=2)[CH3:10])[C:4](=[O:39])[CH2:3]1>CO.[Pd]>[CH3:1][C:2]1([CH3:40])[CH2:3][C:4](=[O:39])[C:5](=[C:9]([NH:11][C@@H:12]2[C@@H:25]([O:26][C:27](=[O:29])[CH3:28])[C@H:24]([O:30][C:31](=[O:33])[CH3:32])[C@@H:23]([CH2:34][O:35][C:36](=[O:38])[CH3:37])[O:22][C@@H:13]2[OH:14])[CH3:10])[C:6](=[O:8])[CH2:7]1. Procedure: Benzyl 2-Deoxy-2-[1-(4,4-dimethyl-2,6-dioxo-cyclohex-1-ylidene)ethylamino]-3,4,6-tri-O-acetyl-α-D-glucopyranoside (11) (100 mg, 0.17 mmol) was dissolved in MeOH (5 ml) and hydrogenated over Pd/C (10%) (20 mg) overnight. The suspension was filtered, and the filtrate was evaporated to give 2-Deoxy-2-[1-(4,4-dimethyl-2,6-dioxocyclohex-1-ylidene)ethylamino]-3,4,6-tri-O-acetyl-α-D-glucopyranose (12) (75 mg, 90%).